This data is from the Open Reaction Database (ORD), a public repository of structured organic reaction records. The task is: describe an organic reaction: reactants, conditions, products, and yield Reactants: CC(C)(C)OC(=O)COc1cccc(CN(Cc2ccc(-n3cccn3)cc2)S(=O)(=O)c2ccccc2)c1, C1CCOC1, Cl, O=C(O)C(F)(F)F. Product: Cl, O=C(O)C(F)(F)F, O=C(O)COc1cccc(CN(Cc2ccc(-n3cccn3)cc2)S(=O)(=O)c2ccccc2)c1. RXN SMILES: [C:1]([CH3:2])([CH3:3])([CH3:4])[O:5][C:6]([CH2:7][O:8][c:9]1[cH:10][c:11]([CH2:15][N:16]([CH2:17][c:18]2[cH:19][cH:20][c:21](-[n:24]3[n:25][cH:26][cH:27][cH:28]3)[cH:22][cH:23]2)[S:29](=[O:30])(=[O:31])[c:32]2[cH:33][cH:34][cH:35][cH:36][cH:37]2)[cH:12][cH:13][cH:14]1)=[O:38].[CH2:47]1[O:48][CH2:49][CH2:50][CH2:51]1.[ClH:46].[F:39][C:40]([C:41](=[O:42])[OH:43])([F:44])[F:45]>>[ClH:46].[F:39][C:40]([C:41](=[O:42])[OH:43])([F:44])[F:45].[O:5]=[C:6]([CH2:7][O:8][c:9]1[cH:10][c:11]([CH2:15][N:16]([CH2:17][c:18]2[cH:19][cH:20][c:21](-[n:24]3[n:25][cH:26][cH:27][cH:28]3)[cH:22][cH:23]2)[S:29](=[O:30])(=[O:31])[c:32]2[cH:33][cH:34][cH:35][cH:36][cH:37]2)[cH:12][cH:13][cH:14]1)[OH:38].